From a dataset of the Open Reaction Database (ORD), a public repository of structured organic reaction records. describe an organic reaction: reactants, conditions, products, and yield Reactants: FC1=C(C=CC(=C1)F)C1=NC(=NC=N1)NC1=CC(=CC=C1)CS(=O)(=O)C (4-(2,4-difluorophenyl)-N-{3-[(methylsulfonyl)methyl]phenyl}-1,3,5-triazin-2-amine), intermediate 42.1, C1(CCC1)CO (cyclobutanemethanol). The product is C1(CCC1)COC1=C(C=CC(=C1)F)C1=NC(=NC=N1)NC1=CC(=CC=C1)CS(=O)(=O)C (4-[2-(Cyclobutylmethoxy)-4-fluorophenyl]-N-{3-[(methylsulfonyl)methyl]phenyl}-1,3,5-triazin-2-amine). Reaction SMILES: F[C:2]1[CH:7]=[C:6]([F:8])[CH:5]=[CH:4][C:3]=1[C:9]1[N:14]=[CH:13][N:12]=[C:11]([NH:15][C:16]2[CH:21]=[CH:20][CH:19]=[C:18]([CH2:22][S:23]([CH3:26])(=[O:25])=[O:24])[CH:17]=2)[N:10]=1.[CH:27]1([CH2:31][OH:32])[CH2:30][CH2:29][CH2:28]1>>[CH:27]1([CH2:31][O:32][C:2]2[CH:7]=[C:6]([F:8])[CH:5]=[CH:4][C:3]=2[C:9]2[N:14]=[CH:13][N:12]=[C:11]([NH:15][C:16]3[CH:21]=[CH:20][CH:19]=[C:18]([CH2:22][S:23]([CH3:26])(=[O:25])=[O:24])[CH:17]=3)[N:10]=2)[CH2:30][CH2:29][CH2:28]1. Reported procedure: Starting with 4-(2,4-difluorophenyl)-N-{3-[(methylsulfonyl)methyl]phenyl}-1,3,5-triazin-2-amine (50 mg; 0.129 mmol), intermediate 42.1, and cyclobutanemethanol (44.8 mg; 0.515 mmol), example 56 was prepared analogously to the procedure for the preparation of example 42. Reactants: ClC=1C=CC2=C(C(=NCC(=N2)NN=C(CCN(C)C)C(=O)O)C2=C(C=CC=C2)Cl)C1 (7-chloro-2-[[1-carboxy-3-(dimethylamino)propylidene]hydrazino]-5-(o-chlorophenyl)-3H-1,4-benzodiazepine), [N+](=[N-])=C (diazomethane). The product is ClC=1C=CC2=C(C(=NCC(=N2)NN=C(CCN(C)C)C(=O)OC)C2=C(C=CC=C2)Cl)C1 (7-chloro-2-[[1-(methoxycarbonyl)-3-(dimethylamino)propylidene]hydrazino]-5-(o-chlorophenyl)-3H-1,4-benzodiazepine). Reaction SMILES: [Cl:1][C:2]1[CH:3]=[CH:4][C:5]2[N:11]=[C:10]([NH:12][N:13]=[C:14]([C:20]([OH:22])=[O:21])[CH2:15][CH2:16][N:17]([CH3:19])[CH3:18])[CH2:9][N:8]=[C:7]([C:23]3[CH:28]=[CH:27][CH:26]=[CH:25][C:24]=3[Cl:29])[C:6]=2[CH:30]=1.[N+](=[CH2:33])=[N-]>>[Cl:1][C:2]1[CH:3]=[CH:4][C:5]2[N:11]=[C:10]([NH:12][N:13]=[C:14]([C:20]([O:22][CH3:33])=[O:21])[CH2:15][CH2:16][N:17]([CH3:18])[CH3:19])[CH2:9][N:8]=[C:7]([C:23]3[CH:28]=[CH:27][CH:26]=[CH:25][C:24]=3[Cl:29])[C:6]=2[CH:30]=1. Procedure details: In the manner given in Example 14, 7-chloro-2-[[1-carboxy-3-(dimethylamino)propylidene]hydrazino]-5-(o-chlorophenyl)-3H-1,4-benzodiazepine can be treated with ethereal diazomethane to give 7-chloro-2-[[1-(methoxycarbonyl)-3-(dimethylamino)propylidene]hydrazino]-5-(o-chlorophenyl)-3H-1,4-benzodiazepine. The reactants are CC(C)(C)OC(=O)N1CCC(C(=O)O)C1, ClCCCl, CC1CCCN1, CN1CCOCC1, CO, ClCCl, Cl, On1nnc2ccccc21. Yields the product CC1CCCN1C(=O)C1CCN(C(=O)OC(C)(C)C)C1. As a reaction SMILES: [C:1]([CH3:2])([CH3:3])([CH3:4])[O:5][C:6](=[O:7])[N:8]1[CH2:9][CH:10]([C:13](=[O:14])[OH:15])[CH2:11][CH2:12]1.[CH2:39]([Cl:40])[CH2:41][Cl:42].[CH3:16][CH:17]1[NH:18][CH2:19][CH2:20][CH2:21]1.[CH3:22][N:23]1[CH2:24][CH2:25][O:26][CH2:27][CH2:28]1.[CH3:47][OH:48].[Cl:44][CH2:45][Cl:46].[ClH:43].[OH:29][n:30]1[c:31]2[cH:32][cH:33][cH:34][cH:35][c:36]2[n:37][n:38]1>>[C:1]([CH3:2])([CH3:3])([CH3:4])[O:5][C:6](=[O:7])[N:8]1[CH2:9][CH:10]([C:13](=[O:15])[N:18]2[CH:17]([CH3:16])[CH2:21][CH2:20][CH2:19]2)[CH2:11][CH2:12]1. The reactants are C1OC2=C(O1)C=C(C(=C2)C=O)[N+](=O)[O-] (6-nitropiperonal), N#N (N2), O (H2O), [Al+3].[Cl-].[Cl-].[Cl-] (AlCl3). The solvent is ClC(C)Cl (dichloroethane), ClC(C)Cl (dichloroethane). Reaction conditions: time 1.25 hour. The product is ClCOC=1C(=CC(=C(C=O)C1)[N+](=O)[O-])O (5-Chloromethoxy-4-hydroxy-2-nitrobenzaldehyde). Yield: 96.7%. As a reaction SMILES: [Al+3].[Cl-:2].[Cl-].[Cl-].[CH2:5]1[O:9][C:8]2[CH:10]=[C:11]([N+:16]([O-:18])=[O:17])[C:12]([CH:14]=[O:15])=[CH:13][C:7]=2[O:6]1.N#N.O>ClC(Cl)C>[Cl:2][CH2:5][O:6][C:7]1[C:8]([OH:9])=[CH:10][C:11]([N+:16]([O-:18])=[O:17])=[C:12]([CH:13]=1)[CH:14]=[O:15] |f:0.1.2.3|. Reported procedure: AlCl3 (6 g) and dry dichloroethane (15 ml) are added to a three-neck round bottom flask, which has been purged with N2, and the dispersion is cooled to -5°. A solution of 6-nitropiperonal (3 g; 0.0154 mol) (available from Aldrich Chemical Co.) in 12 ml dry dichloroethane is added to the dispersion, in one portion, while the temperature and N2 atmosphere are maintained. The reaction mixture is stirred for 1.25 hours, and 100 ml H2O (0°) is added. The emulsion is stirred for 15 minutes, then extra... The reactants are O=C(O)CC(O)C(=O)O, ClC(Cl)Cl, CN(C(=O)c1ccc(N)cc1)C1CCN(C2CCCCC2)C1, O=C(O)C=CC(=O)O. Yields the product O=C(O)C=CC(=O)O, CN(C(=O)c1ccc(N)cc1)C1CCN(C2CCCCC2)C1. As a reaction SMILES: [C:1]([CH:2]([OH:3])[CH2:4][C:5](=[O:6])[OH:7])(=[O:8])[OH:9].[CH:40]([Cl:41])([Cl:42])[Cl:43].[NH2:10][c:11]1[cH:12][cH:13][c:14]([C:15](=[O:16])[N:17]([CH3:18])[CH:19]2[CH2:20][N:21]([CH:24]3[CH2:25][CH2:26][CH2:27][CH2:28][CH2:29]3)[CH2:22][CH2:23]2)[cH:30][cH:31]1.[OH:32][C:33]([CH:34]=[CH:35][C:36](=[O:37])[OH:38])=[O:39]>>[C:1]([CH:2]=[CH:4][C:5](=[O:6])[OH:7])(=[O:8])[OH:9].[NH2:10][c:11]1[cH:12][cH:13][c:14]([C:15](=[O:16])[N:17]([CH3:18])[CH:19]2[CH2:20][N:21]([CH:24]3[CH2:25][CH2:26][CH2:27][CH2:28][CH2:29]3)[CH2:22][CH2:23]2)[cH:30][cH:31]1. The reactants are CC1(C)CC=C(B(O)O)CC1, Cc1ccccc1, CCOC(C)=O, c1ccc(-c2ccccc2P(C2CCCCC2)C2CCCCC2)cc1, [K+], [K+], [K+], Nc1ccc(C2CC(=O)NC(=O)C2)cc1Br, CC(=O)[O-], CC(=O)[O-], C1COCCO1, O=P([O-])([O-])[O-], [Pd+2]. Yields the product CC1(C)CC=C(c2cc(C3CC(=O)NC(=O)C3)ccc2N)CC1. RXN SMILES: [CH3:25][C:26]1([CH3:35])[CH2:27][CH:28]=[C:29]([B:32]([OH:33])[OH:34])[CH2:30][CH2:31]1.[CH3:61][c:62]1[cH:63][cH:64][cH:65][cH:66][cH:67]1.[CH3:74][CH2:75][O:76][C:77]([CH3:78])=[O:79].[CH:36]1([P:37]([CH:38]2[CH2:39][CH2:40][CH2:41][CH2:42][CH2:43]2)[c:44]2[cH:45][cH:46][cH:47][cH:48][c:49]2-[c:50]2[cH:51][cH:52][cH:53][cH:54][cH:55]2)[CH2:56][CH2:57][CH2:58][CH2:59][CH2:60]1.[K+:22].[K+:23].[K+:24].[NH2:1][c:2]1[c:3]([Br:16])[cH:4][c:5]([CH:8]2[CH2:9][C:10](=[O:15])[NH:11][C:12](=[O:14])[CH2:13]2)[cH:6][cH:7]1.[O-:81][C:82]([CH3:83])=[O:84].[O-:85][C:86]([CH3:87])=[O:88].[O:68]1[CH2:69][CH2:70][O:71][CH2:72][CH2:73]1.[P:17]([O-:18])([O-:19])([O-:20])=[O:21].[Pd+2:80]>>[NH2:1][c:2]1[c:3]([C:29]2=[CH:28][CH2:27][C:26]([CH3:25])([CH3:35])[CH2:31][CH2:30]2)[cH:4][c:5]([CH:8]2[CH2:9][C:10](=[O:15])[NH:11][C:12](=[O:14])[CH2:13]2)[cH:6][cH:7]1. The reactants are C=CC(=O)OC, CC(=O)[CH-]C(C)=O, CCCCO, CCN(O)CC, CO, [Hf], c1ccc2c(c1)Nc1ccccc1S2. Yields the product C=CC(=O)OCCCC. RXN SMILES: [C:6]([CH:7]=[CH2:8])(=[O:9])[O:10][CH3:11].[CH-:33]([C:34](=[O:35])[CH3:36])[C:37](=[O:38])[CH3:39].[CH2:1]([CH2:2][CH2:3][CH3:4])[OH:5].[CH2:26]([N:27]([CH2:28][CH3:29])[OH:30])[CH3:31].[CH3:40][OH:41].[Hf:32].[cH:12]1[c:13]2[c:22]([cH:23][cH:24][cH:25]1)[S:21][c:16]1[c:15]([cH:20][cH:19][cH:18][cH:17]1)[NH:14]2>>[CH2:1]([CH2:2][CH2:3][CH3:4])[O:5][C:6]([CH:7]=[CH2:8])=[O:9]. The reactants are [N+](=O)([O-])C=1C=C(C=CC1)C=1C=C(C=C2C=CC=NC12)CC1=CC=NC=C1 (8-(3-nitro-phenyl)-6-pyridin-4-ylmethyl-quinoline), final mixture, O (water), [NH4+].[Cl-] (NH4Cl). The reagents and catalysts are [Fe] (iron). The solvent is CCO (EtOH). The product is N1=CC=CC2=CC=CC=C12 (Quinoline). As a reaction SMILES: [N+](C1C=C([C:10]2[CH:11]=[C:12](CC3C=CN=CC=3)[CH:13]=[C:14]3[C:19]=2[N:18]=[CH:17][CH:16]=[CH:15]3)C=CC=1)([O-])=O.O.[NH4+].[Cl-]>CCO.[Fe]>[N:18]1[C:19]2[C:14](=[CH:13][CH:12]=[CH:11][CH:10]=2)[CH:15]=[CH:16][CH:17]=1 |f:2.3|. Procedure details: To a solution of the 8-(3-nitro-phenyl)-6-pyridin-4-ylmethyl-quinoline (1.0 eq) described in Step 1 in EtOH (0.2M) at 60° C. was added of water (final concentration 0.15M) and saturated aqueous NH4Cl (1.3 eq) followed by iron (12 eq). The final mixture was stirred at 60° C. for 2 h, cooled to room temperature, filtered on celite and concentrated to afford the title compound as a yellow solid.